Dataset: the Open Reaction Database (ORD), a public repository of structured organic reaction records. Task: describe an organic reaction: reactants, conditions, products, and yield The reactants are CO, O, COC(=O)C1(NC(=O)c2cc3ccccc3o2)CCCCC1. Yields the product O=C(NC1(C(=O)O)CCCCC1)c1cc2ccccc2o1. As a reaction SMILES: [CH3:23][OH:24].[OH2:25].[o:1]1[c:2]([C:10](=[O:11])[NH:12][C:13]2([C:19](=[O:20])[O:21][CH3:22])[CH2:14][CH2:15][CH2:16][CH2:17][CH2:18]2)[cH:3][c:4]2[c:5]1[cH:6][cH:7][cH:8][cH:9]2>>[o:1]1[c:2]([C:10](=[O:11])[NH:12][C:13]2([C:19](=[O:20])[OH:21])[CH2:14][CH2:15][CH2:16][CH2:17][CH2:18]2)[cH:3][c:4]2[c:5]1[cH:6][cH:7][cH:8][cH:9]2. The reactants are N[C@@H](CCCNC(N)=N)C(=O)O (arginine), N[C@@H](CC(=O)O)C(=O)O (aspartic acid), N[C@@H](CC1=CNC=N1)C(=O)O (histidine), NCC(=O)O (glycine), 2.78, 3.06, 3.12. Yields the product N[C@@H](C(C)C)C(=O)O (Valine), N[C@@H](CC(C)C)C(=O)O (leucine), 1.62. Isolated yield 97.6%. RXN SMILES: [NH2:1][C@H:2]([C:10]([OH:12])=[O:11])[CH2:3][CH2:4]CNC(=N)N.N[C@H:14](C(O)=O)CC(O)=O.[NH2:22][C@H:23]([C:30]([OH:32])=[O:31])[CH2:24][C:25]1N=CN[CH:26]=1.N[CH2:34]C(O)=O>>[NH2:1][C@H:2]([C:10]([OH:12])=[O:11])[CH:3]([CH3:14])[CH3:4].[NH2:22][C@H:23]([C:30]([OH:32])=[O:31])[CH2:24][CH:25]([CH3:34])[CH3:26]. Procedure details: Incubation of C. difficile NCTC 11204 spores with arginine, aspartic acid or histidine with glycine and ST produced large log reductions in CFU/mL of 2.78 (99.8%), 3.06(9.99%) and 3.12 (99.9%) respectively after heat shocking. Valine (with glycine and ST) and leucine (with glycine and ST) produced log reductions in CFU/mL of 1.72 (98.1%) and 1.62 (97.6%) respectively, which were similar to that of glycine and ST alone (1.85 log reduction (98.6%)). All other amino acids tested produced log reduct... Reactants: CCOC(C)=O, O=S(=O)(c1ccc(C(CC2CCOCC2)c2ccc(-c3ccccn3)[nH]2)cc1)C1CC1, O=C1CCC(=O)N1Cl, C1CCOC1. Product: O=S(=O)(c1ccc(C(CC2CCOCC2)c2[nH]c(-c3ccccn3)cc2Cl)cc1)C1CC1. As a reaction SMILES: [CH3:45][CH2:46][O:47][C:48](=[O:49])[CH3:50].[CH:1]1([S:4](=[O:5])(=[O:6])[c:7]2[cH:8][cH:9][c:10]([CH:13]([CH2:14][CH:15]3[CH2:16][CH2:17][O:18][CH2:19][CH2:20]3)[c:21]3[cH:22][cH:23][c:24](-[c:26]4[n:27][cH:28][cH:29][cH:30][cH:31]4)[nH:25]3)[cH:11][cH:12]2)[CH2:2][CH2:3]1.[Cl:32][N:33]1[C:34](=[O:35])[CH2:36][CH2:37][C:38]1=[O:39].[O:40]1[CH2:41][CH2:42][CH2:43][CH2:44]1>>[CH:1]1([S:4](=[O:5])(=[O:6])[c:7]2[cH:8][cH:9][c:10]([CH:13]([CH2:14][CH:15]3[CH2:16][CH2:17][O:18][CH2:19][CH2:20]3)[c:21]3[c:22]([Cl:32])[cH:23][c:24](-[c:26]4[n:27][cH:28][cH:29][cH:30][cH:31]4)[nH:25]3)[cH:11][cH:12]2)[CH2:2][CH2:3]1. Reactants: ClC=1C=C(C(=O)N)C=CC1OC(F)(F)F (3-chloro-4-trifluoromethoxy-benzamide). Run in O=S(Cl)Cl (SOCl2). The product is ClC=1C=C(C#N)C=CC1OC(F)(F)F (3-Chloro-4-trifluoromethoxy-benzonitrile). The yield is 85.0%. RXN SMILES: [Cl:1][C:2]1[CH:3]=[C:4]([CH:8]=[CH:9][C:10]=1[O:11][C:12]([F:15])([F:14])[F:13])[C:5]([NH2:7])=O>O=S(Cl)Cl>[Cl:1][C:2]1[CH:3]=[C:4]([CH:8]=[CH:9][C:10]=1[O:11][C:12]([F:13])([F:14])[F:15])[C:5]#[N:7]. Procedure details: 750 ml of SOCl2 were added to 239.5 g (1 mole) of 3-chloro-4-trifluoromethoxy-benzamide and the mixture was slowly heated (according to the evolution of gas) to 85° C. The mixture was then fractionally distilled and 189 g of product having a boiling point at 13 mbar of 96° C. and a melting point of 38° to 40° C. were obtained. This corresponds to a yield of 85% of theory. The reactants are O=C(OOC(=O)c1ccccc1)c1ccccc1, ClC(Cl)Cl, [N-]=[N+]=NCc1cc(Cl)ccc1-c1nnnn1C(c1ccccc1)(c1ccccc1)c1ccccc1, O=C1CCC(=O)N1Br. Product: Clc1ccc(-c2nnnn2C(c2ccccc2)(c2ccccc2)c2ccccc2)c(CBr)c1. Reaction SMILES: [C:44]([O:45][O:46][C:47](=[O:48])[c:49]1[cH:50][cH:51][cH:52][cH:53][cH:54]1)(=[O:55])[c:56]1[cH:57][cH:58][cH:59][cH:60][cH:61]1.[CH:62]([Cl:63])([Cl:64])[Cl:65].[N:1](=[N+:2]=[N-:3])[CH2:4][c:5]1[c:6](-[c:12]2[n:13][n:14][n:15][n:16]2[C:17]([c:18]2[cH:19][cH:20][cH:21][cH:22][cH:23]2)([c:24]2[cH:25][cH:26][cH:27][cH:28][cH:29]2)[c:30]2[cH:31][cH:32][cH:33][cH:34][cH:35]2)[cH:7][cH:8][c:9]([Cl:11])[cH:10]1.[O:36]=[C:37]1[N:38]([Br:43])[C:39](=[O:40])[CH2:41][CH2:42]1>>[CH2:4]([c:5]1[c:6](-[c:12]2[n:13][n:14][n:15][n:16]2[C:17]([c:18]2[cH:19][cH:20][cH:21][cH:22][cH:23]2)([c:24]2[cH:25][cH:26][cH:27][cH:28][cH:29]2)[c:30]2[cH:31][cH:32][cH:33][cH:34][cH:35]2)[cH:7][cH:8][c:9]([Cl:11])[cH:10]1)[Br:43]. The reactants are C(C)(C)(C)OC(=O)N1C=CC2=CC(=CC=C12)O[Si](C)(C)C(C)(C)C (5-(tert-Butyl-dimethyl-silanyloxy)-indole-1-carboxylic acid tert-butyl ester), IC=1C(N(C=C(C1)[N+](=O)[O-])COCC[Si](C)(C)C)=O (3-Iodo-5-nitro-1-(2-trimethylsilanyl-ethoxymethyl)-1H-pyridin-2-one), IC=1C(N(C=C(C1)[N+](=O)[O-])COCC[Si](C)(C)C)=O (3-iodo-5-nitro-1-(2-trimethylsilanyl-ethoxymethyl)-1H-pyridin-2-one). The solvent is CCCCCC (hexane). Yields the product C(C)(C)(C)OC(=O)N1C(=CC2=CC(=CC=C12)O[Si](C)(C)C(C)(C)C)C=1C(N(C=C(C1)[N+](=O)[O-])COCC[Si](C)(C)C)=O (5-(tert-Butyl-dimethyl-silanyloxy)-2-[5-nitro-2-oxo-1-(2-trimethylsilanyl-ethoxymethyl)-1,2-dihydro-pyridin-3-yl]-indole-1-carboxylic acid tert-butyl ester). RXN SMILES: [C:1]([O:5][C:6]([N:8]1[C:16]2[C:11](=[CH:12][C:13]([O:17][Si:18]([C:21]([CH3:24])([CH3:23])[CH3:22])([CH3:20])[CH3:19])=[CH:14][CH:15]=2)[CH:10]=[CH:9]1)=[O:7])([CH3:4])([CH3:3])[CH3:2].I[C:26]1[C:27](=[O:43])[N:28]([CH2:35][O:36][CH2:37][CH2:38][Si:39]([CH3:42])([CH3:41])[CH3:40])[CH:29]=[C:30]([N+:32]([O-:34])=[O:33])[CH:31]=1>CCCCCC>[C:1]([O:5][C:6]([N:8]1[C:16]2[C:11](=[CH:12][C:13]([O:17][Si:18]([C:21]([CH3:24])([CH3:23])[CH3:22])([CH3:19])[CH3:20])=[CH:14][CH:15]=2)[CH:10]=[C:9]1[C:26]1[C:27](=[O:43])[N:28]([CH2:35][O:36][CH2:37][CH2:38][Si:39]([CH3:41])([CH3:40])[CH3:42])[CH:29]=[C:30]([N+:32]([O-:34])=[O:33])[CH:31]=1)=[O:7])([CH3:4])([CH3:3])[CH3:2]. Procedure details: The title compound was prepared by the route outlined in Scheme 11 and using the experimental from Example 37, Step 3, with intermediate 5-(tert-butyl-dimethyl-silanyloxy)-indole-1-carboxylic acid tert-butyl ester (11a) (2.90 g, 8.3 mmol) and (6a), 3-iodo-5-nitro-1-(2-trimethylsilanyl-ethoxymethyl)-1H-pyridin-2-one (3 g, 7.6 mmol). The resultant crude product was purified by flash chromatography on SiO2 with hexane—20% ethyl acetate/hexane (gradient) to afford after trituration using hexane, the...